This data is from the Open Reaction Database (ORD), a public repository of structured organic reaction records. The task is: describe an organic reaction: reactants, conditions, products, and yield Reactants: NC1=NC=NC2=CC=C(C=C12)NC(C(CC)CC)=O (4-amino-6-(2-ethylbutyramido)quinazoline), COC=C(C(=O)OC)C(=O)OC (dimethyl methoxymethylenepropanedioate), CN(C=O)C (N,N-dimethylformamide). The solvent is O (water). Conditions: temperature 100 celsius, time 1.5 hour. The product is C(C)C(C(=O)NC=1C=C2C(=NC=NC2=CC1)NC=C(C(=O)OC)C(=O)OC)CC (dimethyl [[6-(2-ethylbutyramido)-4-quinazolinylamino]methylene]propanedioate). Yield: 56.1%. As a reaction SMILES: [NH2:1][C:2]1[C:11]2[C:6](=[CH:7][CH:8]=[C:9]([NH:12][C:13](=[O:19])[CH:14]([CH2:17][CH3:18])[CH2:15][CH3:16])[CH:10]=2)[N:5]=[CH:4][N:3]=1.CO[CH:22]=[C:23]([C:28]([O:30][CH3:31])=[O:29])[C:24]([O:26][CH3:27])=[O:25].CN(C)C=O>O>[CH2:15]([CH:14]([CH2:17][CH3:18])[C:13]([NH:12][C:9]1[CH:10]=[C:11]2[C:6](=[CH:7][CH:8]=1)[N:5]=[CH:4][N:3]=[C:2]2[NH:1][CH:22]=[C:23]([C:28]([O:30][CH3:31])=[O:29])[C:24]([O:26][CH3:27])=[O:25])=[O:19])[CH3:16]. Procedure details: A mixture of 4-amino-6-(2-ethylbutyramido)quinazoline (5.58 g), dimethyl methoxymethylenepropanedioate (5.62 g) and N,N-dimethylformamide (22 ml) was stirred at 100° C. for 1.5 hours. After cooling to ambient temperature, water (90 ml) was added to the reaction mixture. The resulting solid was separated by filtration, washed with water and dried to give dimethyl [[6-(2-ethylbutyramido)-4-quinazolinylamino]methylene]propanedioate (4.85 g). Starting materials: Cl.Cl.OCC1N(CCN(C1)CC1=CC=CC=C1)CC1=CC=CC=C1 (2-hydroxymethyl-1,4-di-phenylmethyl piperazine, dihydrochloride). The solvent is S(=O)(Cl)Cl (thionyl chloride). The product is ClCC1N(CCN(C1)CC1=CC=CC=C1)CC1=CC=CC=C1 (2-CHLOROMETHYL-1,4-DI-PHENYLMETHYL PIPERAZINE). Isolated yield 99.4%. As a reaction SMILES: [ClH:1].Cl.O[CH2:4][CH:5]1[CH2:10][N:9]([CH2:11][C:12]2[CH:17]=[CH:16][CH:15]=[CH:14][CH:13]=2)[CH2:8][CH2:7][N:6]1[CH2:18][C:19]1[CH:24]=[CH:23][CH:22]=[CH:21][CH:20]=1>S(Cl)(Cl)=O>[Cl:1][CH2:4][CH:5]1[CH2:10][N:9]([CH2:11][C:12]2[CH:17]=[CH:16][CH:15]=[CH:14][CH:13]=2)[CH2:8][CH2:7][N:6]1[CH2:18][C:19]1[CH:24]=[CH:23][CH:22]=[CH:21][CH:20]=1 |f:0.1.2|. Reported procedure: A suspension of 23 g (62.3 mmol) of 2-hydroxymethyl-1,4-di-phenylmethyl piperazine, dihydrochloride in 79 ml thionyl chloride was heated 4 hours under reflux. The solution was cooled and excess thionyl chloride was evaporated under reduced pressure. The residue was crystallized in ethanol, dried with acetone to yield 19.5 g of title compound dihydrochloride M.P. 234° C. dec. A suspension of this dihydrochloride in 130 ml 1N aqueous sodium hydroxyde was stirred with 75 ml dichloromethane, the aqu... Reactants: C[Si](N[Si](C)(C)C)(C)C (hexamethyldisilazane), C(C)OC1=NS(C(=C1Br)C(=O)OCC1=CC=CC=C1)(=O)=O (3-ethoxy-4-bromo-5-benzyloxycarbonylisothiazole-1,1-dioxide), C[Si](N[Si](C)(C)C)(C)C (hexamethyldisilazane). Run in C(C)#N (acetonitrile). Conditions: time 1.5 hour. Product: C(C)OC1=NS(C(=C1N)C(=O)OCC1=CC=CC=C1)(=O)=O (3-Ethoxy-4-amino-5-benzyloxycarbonylisothiazole-1,1-dioxide). The yield is 76.5%. RXN SMILES: [CH2:1]([O:3][C:4]1[C:8](Br)=[C:7]([C:10]([O:12][CH2:13][C:14]2[CH:19]=[CH:18][CH:17]=[CH:16][CH:15]=2)=[O:11])[S:6](=[O:21])(=[O:20])[N:5]=1)[CH3:2].C[Si](C)(C)[NH:24][Si](C)(C)C>C(#N)C>[CH2:1]([O:3][C:4]1[C:8]([NH2:24])=[C:7]([C:10]([O:12][CH2:13][C:14]2[CH:19]=[CH:18][CH:17]=[CH:16][CH:15]=2)=[O:11])[S:6](=[O:21])(=[O:20])[N:5]=1)[CH3:2]. Reported procedure: To a suspension of 3-ethoxy-4-bromo-5-benzyloxycarbonylisothiazole-1,1-dioxide (1.50 g, 0.0040 mol) in acetonitrile (6 ml) there was added hexamethyldisilazane (0.91 ml, 0.0043 mol). The mixture was heated at 70° for 3.5 hours. Additional hexamethyldisilazane (0.21 ml, 0.0010 mol) was added and the solution stirred at 70° for 1.5 hours. The mixture was then concentrated to dryness in vacuo and the residue dissolved in ethanol (50 ml) and stirred for 15 minutes. The solution was concentrated to d... Starting materials: ClC1=NC=C(C(=N1)C)F (2-Chloro-5-fluoro-4-methylpyrimidine), CC=1C=C(N)C=C(C1)C1=CN=CS1 (3-methyl-5-(1,3-thiazol-5-yl)aniline), CC1(C2=C(C(=CC=C2)P(C3=CC=CC=C3)C4=CC=CC=C4)OC5=C(C=CC=C51)P(C6=CC=CC=C6)C7=CC=CC=C7)C (Xantphos), C([O-])([O-])=O.[Cs+].[Cs+] (cesium carbonate). Conditions: temperature 100 celsius. Yields the product FC=1C(=NC(=NC1)NC1=CC(=CC(=C1)C1=CN=CS1)C)C (5-fluoro-4-methyl-N-[3-methyl-5-(1,3-thiazol-5-yl)phenyl]pyrimidin-2-amine). Yield: 57.4%. RXN SMILES: Cl[C:2]1[N:7]=[C:6]([CH3:8])[C:5]([F:9])=[CH:4][N:3]=1.[CH3:10][C:11]1[CH:12]=[C:13]([CH:15]=[C:16]([C:18]2[S:22][CH:21]=[N:20][CH:19]=2)[CH:17]=1)[NH2:14].CC1(C)C2C(=C(P(C3C=CC=CC=3)C3C=CC=CC=3)C=CC=2)OC2C(P(C3C=CC=CC=3)C3C=CC=CC=3)=CC=CC1=2.C(=O)([O-])[O-].[Cs+].[Cs+]>>[F:9][C:5]1[C:6]([CH3:8])=[N:7][C:2]([NH:14][C:13]2[CH:15]=[C:16]([C:18]3[S:22][CH:21]=[N:20][CH:19]=3)[CH:17]=[C:11]([CH3:10])[CH:12]=2)=[N:3][CH:4]=1 |f:3.4.5|. Procedure: 2-Chloro-5-fluoro-4-methylpyrimidine (500 mg, 3.41 mmol), 3-methyl-5-(1,3-thiazol-5-yl)aniline (649 mg, 3.41 mmol), PdOAc2 (77 mg, 0.341 mmol), Xantphos (296 mg, 0.512 mmol), and cesium carbonate (2223 mg, 6.82 mmol) were combined in a flask and degassed with Argon. Dioxane (12 mL) was added and the solution was degassed with Argon for 5 min. The mixture was heated to 100° C. for 2 h and then allowed to cool to room temperature. The mixture was diluted with Brine and EtOAc. The layers were separ... Reactants: C(C)N=C=O (Ethylisocyanate), NC=1C=C(C2=C(C(CO2)(C)C)C1)C(C)(C)C (5-amino-7-tert-butyl-2,3-dihydro-3,3-dimethylbenzofuran). The solvent is CCOCC (Et2O). Conditions: time 10 minute. The product is C(C)(C)(C)C1=CC(=CC=2C(COC21)(C)C)NC(=O)NCC (N-(7-tert-Butyl-2,3-dihydro-3,3-dimethyl-5-benzofuranyl)-N'-ethyl urea). Yield: 50.6%. Reaction SMILES: [CH2:1]([N:3]=[C:4]=[O:5])[CH3:2].[NH2:6][C:7]1[CH:8]=[C:9]([C:18]([CH3:21])([CH3:20])[CH3:19])[C:10]2[O:14][CH2:13][C:12]([CH3:16])([CH3:15])[C:11]=2[CH:17]=1>CCOCC>[C:18]([C:9]1[C:10]2[O:14][CH2:13][C:12]([CH3:15])([CH3:16])[C:11]=2[CH:17]=[C:7]([NH:6][C:4]([NH:3][CH2:1][CH3:2])=[O:5])[CH:8]=1)([CH3:21])([CH3:20])[CH3:19]. Reported procedure: Ethylisocyanate (0.18 mL, 2.28 mmol) is added dropwise to a solution of 5-amino-7-tert-butyl-2,3-dihydro-3,3-dimethylbenzofuran (500 mg, 2.28 mmol) in Et2O (5 mL). A solid forms after 10 min and the reaction is quenched with H2O (10 mL) after 40 min. The reaction is extracted with Et2O (3×10 mL) and the organic layers dried (MgSO4) and evaporated to a tan solid (657 mg). This solid is recrystallized from EtOAc to give the title compound as white prisms (335 mg, 51%), mp=197°-198° C. Product: O1CCC(CC1)CC(=O)Cl ((Tetrahydro-pyran-4-yl)-acetyl chloride). Starting materials: O1CCC(CC1)CC(=O)O ((tetrahydro-pyran-4-yl)-acetic acid), C(C(=O)Cl)(=O)Cl (oxalyl chloride). Procedure: Commercially available (tetrahydro-pyran-4-yl)-acetic acid and oxalyl chloride were processed as described for example 9A to afford the title compound. MS (DCI/NH3) m/z 159 (M+H)+. As a reaction SMILES: [O:1]1[CH2:6][CH2:5][CH:4]([CH2:7][C:8]([OH:10])=O)[CH2:3][CH2:2]1.C(Cl)(=O)C([Cl:14])=O>>[O:1]1[CH2:6][CH2:5][CH:4]([CH2:7][C:8]([Cl:14])=[O:10])[CH2:3][CH2:2]1. Starting materials: CC1(CNCCC1)C (3,3-dimethylpiperidine), C(C)(C)N(CC)C(C)C (diisopropylethylamine), Cl (HCl), ClC=1C2=C(N=C(N1)C1=C3C(=CN(C3=CC=C1)S(=O)(=O)C1=CC=C(C)C=C1)C)CCN(C2)C2=C(C(=NN2C)C(C)C)Cl (4-chloro-6-(4-chloro-3-isopropyl-1-methyl-1H-pyrazol-5-yl)-2-(3-methyl-1-tosyl-1H-indol-4-yl)-5,6,7,8-tetrahydropyrido[4,3-d]pyrimidine). Solvent: ClCCl (dichloromethane), [Cl-].[Na+].O (brine), C(C)(C)O (Isopropanol). Conditions: temperature 120 celsius. The product is ClC=1C(=NN(C1N1CC2=C(N=C(N=C2N2CC(CCC2)(C)C)C2=C3C(=CN(C3=CC=C2)S(=O)(=O)C2=CC=C(C)C=C2)C)CC1)C)C(C)C (6-(4-chloro-3-isopropyl-1-methyl-1H-pyrazol-5-yl)-4-(3,3-dimethylpiperidin-1-yl)-2-(3-methyl-1-tosyl-1H-indol-4-yl)-5,6,7,8-tetrahydropyrido[4,3-d]pyrimidine). RXN SMILES: Cl[C:2]1[C:3]2[CH2:31][N:30]([C:32]3[N:36]([CH3:37])[N:35]=[C:34]([CH:38]([CH3:40])[CH3:39])[C:33]=3[Cl:41])[CH2:29][CH2:28][C:4]=2[N:5]=[C:6]([C:8]2[CH:16]=[CH:15][CH:14]=[C:13]3[C:9]=2[C:10]([CH3:27])=[CH:11][N:12]3[S:17]([C:20]2[CH:26]=[CH:25][C:23]([CH3:24])=[CH:22][CH:21]=2)(=[O:19])=[O:18])[N:7]=1.C(N(C(C)C)CC)(C)C.Cl.[CH3:52][C:53]1([CH3:59])[CH2:58][CH2:57][CH2:56][NH:55][CH2:54]1>ClCCl.[Cl-].[Na+].O.C(O)(C)C>[Cl:41][C:33]1[C:34]([CH:38]([CH3:40])[CH3:39])=[N:35][N:36]([CH3:37])[C:32]=1[N:30]1[CH2:29][CH2:28][C:4]2[N:5]=[C:6]([C:8]3[CH:16]=[CH:15][CH:14]=[C:13]4[C:9]=3[C:10]([CH3:27])=[CH:11][N:12]4[S:17]([C:20]3[CH:21]=[CH:22][C:23]([CH3:24])=[CH:25][CH:26]=3)(=[O:18])=[O:19])[N:7]=[C:2]([N:55]3[CH2:56][CH2:57][CH2:58][C:53]([CH3:59])([CH3:52])[CH2:54]3)[C:3]=2[CH2:31]1 |f:5.6.7|. Procedure: Isopropanol (2.2 mL) was added to 4-chloro-6-(4-chloro-3-isopropyl-1-methyl-1H-pyrazol-5-yl)-2-(3-methyl-1-tosyl-1H-indol-4-yl)-5,6,7,8-tetrahydropyrido[4,3-d]pyrimidine (85 mg, 0.139 mmol) in a microwave vial. Then diisopropylethylamine (0.1 mL, 0.573 mmol) was added followed by the HCl salt of 3,3-dimethylpiperidine (25 mg, 0.167 mmol). The vessel was sealed and heated via microwave irradiation at 120° C. for 2.5 h then cooled to room temperature and diluted with dichloromethane and brine. The...